describe an organic reaction: reactants, conditions, products, and yield From a dataset of the Open Reaction Database (ORD), a public repository of structured organic reaction records. Reactants: CCON, CC(=O)[O-], CCO, Cl, Cl, [Na+], CCCC(=O)C1=C(O)CC(c2cc3ccccc3o2)CC1=O. The product is CCCC(=NOCC)C1=C(O)CC(c2cc3ccccc3o2)CC1=O. RXN SMILES: [CH2:24]([CH3:25])[O:26][NH2:27].[CH3:29][C:30](=[O:31])[O-:32].[CH3:34][CH2:35][OH:36].[ClH:23].[ClH:33].[Na+:28].[OH:1][C:2]1=[C:3]([C:18]([CH2:19][CH2:20][CH3:21])=[O:22])[C:4](=[O:17])[CH2:5][CH:6]([c:8]2[cH:9][c:10]3[c:11]([o:12]2)[cH:13][cH:14][cH:15][cH:16]3)[CH2:7]1>>[OH:1][C:2]1=[C:3]([C:18]([CH2:19][CH2:20][CH3:21])=[N:27][O:26][CH2:24][CH3:25])[C:4](=[O:17])[CH2:5][CH:6]([c:8]2[cH:9][c:10]3[c:11]([o:12]2)[cH:13][cH:14][cH:15][cH:16]3)[CH2:7]1. The reactants are COCOC1CC(Cl)CN(CCc2ccc(OC)cc2)C1, c1ccc2c(c1)COc1ccccc1N2. Product: COCOC1CC(CN2c3ccccc3COc3ccccc32)N(CCc2ccc(OC)cc2)C1. As a reaction SMILES: [Cl:1][CH:2]1[CH2:3][N:4]([CH2:12][CH2:13][c:14]2[cH:15][cH:16][c:17]([O:20][CH3:21])[cH:18][cH:19]2)[CH2:5][CH:6]([O:8][CH2:9][O:10][CH3:11])[CH2:7]1.[cH:22]1[cH:23][cH:24][cH:25][c:26]2[c:32]1[CH2:31][O:30][c:29]1[c:28]([cH:36][cH:35][cH:34][cH:33]1)[NH:27]2>>[CH:2]1([CH2:3][N:27]2[c:26]3[cH:25][cH:24][cH:23][cH:22][c:32]3[CH2:31][O:30][c:29]3[c:28]2[cH:36][cH:35][cH:34][cH:33]3)[N:4]([CH2:12][CH2:13][c:14]2[cH:15][cH:16][c:17]([O:20][CH3:21])[cH:18][cH:19]2)[CH2:5][CH:6]([O:8][CH2:9][O:10][CH3:11])[CH2:7]1. Yields the product CCCC[Sn](CCCC)(CCCC)C(=Cc1ccc(C(C)(C)C)cc1O[SiH](C)C)C(N)=O. As a reaction SMILES: [C:1]([CH3:2])([CH3:3])([CH3:4])[c:5]1[cH:6][c:7]([O:16][SiH:17]([CH3:18])[CH3:19])[c:8]([CH2:11][CH2:12][C:13](=[O:14])[NH2:15])[cH:9][cH:10]1.[C:33]([Cl:34])([Cl:35])([Cl:36])[Cl:37].[CH2:20]([CH2:21][CH2:22][CH3:23])[SnH:24]([CH2:25][CH2:26][CH2:27][CH3:28])[CH2:29][CH2:30][CH2:31][CH3:32].[O:38]1[CH2:39][CH2:40][CH2:41][CH2:42]1>>[C:1]([CH3:2])([CH3:3])([CH3:4])[c:5]1[cH:6][c:7]([O:16][SiH:17]([CH3:18])[CH3:19])[c:8]([CH:11]=[C:12]([C:13](=[O:14])[NH2:15])[Sn:24]([CH2:20][CH2:21][CH2:22][CH3:23])([CH2:25][CH2:26][CH2:27][CH3:28])[CH2:29][CH2:30][CH2:31][CH3:32])[cH:9][cH:10]1. The reactants are C[SiH](C)Oc1cc(C(C)(C)C)ccc1CCC(N)=O, ClC(Cl)(Cl)Cl, CCCC[SnH](CCCC)CCCC, C1CCOC1. The reactants are O=C(OOC(=O)c1ccccc1)c1ccccc1, ClCCl, O=C1CCC(=O)N1Br, Cc1ccc(-c2ccccc2-c2nnnn2C(c2ccccc2)(c2ccccc2)c2ccccc2)cc1. As a reaction SMILES: [C:46]([O:47][O:48][C:49](=[O:50])[c:51]1[cH:52][cH:53][cH:54][cH:55][cH:56]1)(=[O:57])[c:58]1[cH:59][cH:60][cH:61][cH:62][cH:63]1.[Cl:64][CH2:65][Cl:66].[O:38]=[C:39]1[N:40]([Br:45])[C:41](=[O:42])[CH2:43][CH2:44]1.[c:1]1([C:7]([n:8]2[n:9][n:10][n:11][c:12]2-[c:13]2[c:14](-[c:19]3[cH:20][cH:21][c:22]([CH3:25])[cH:23][cH:24]3)[cH:15][cH:16][cH:17][cH:18]2)([c:26]2[cH:27][cH:28][cH:29][cH:30][cH:31]2)[c:32]2[cH:33][cH:34][cH:35][cH:36][cH:37]2)[cH:2][cH:3][cH:4][cH:5][cH:6]1>>[c:1]1([C:7]([n:8]2[n:9][n:10][n:11][c:12]2-[c:13]2[c:14](-[c:19]3[cH:20][cH:21][c:22]([CH2:25][Br:45])[cH:23][cH:24]3)[cH:15][cH:16][cH:17][cH:18]2)([c:26]2[cH:27][cH:28][cH:29][cH:30][cH:31]2)[c:32]2[cH:33][cH:34][cH:35][cH:36][cH:37]2)[cH:2][cH:3][cH:4][cH:5][cH:6]1. The product is BrCc1ccc(-c2ccccc2-c2nnnn2C(c2ccccc2)(c2ccccc2)c2ccccc2)cc1.